Dataset: the Open Reaction Database (ORD), a public repository of structured organic reaction records. Task: describe an organic reaction: reactants, conditions, products, and yield Reactants: [H-].[Na+] (sodium hydride), C1(CCCC1)N1CCC(CC1)O (1-cyclopentyl-4-hydroxypiperidine), CN(C)C=O (DMF), FC1=NC=C(C=C1)C1=CC=C(C=C1)C#N (2-fluoro-5-[4-cyanophenyl]pyridine). The solvent is O (water). Conditions: temperature 130 celsius, time 7 hour. Product: C1(CCCC1)N1CCC(CC1)OC1=NC=C(C=C1)C1=CC=C(C=C1)C#N (2-(1-cyclopentylpiperidin-4-yloxy)-5-(4-cyanophenyl)pyridine). RXN SMILES: [H-].[Na+].[CH:3]1([N:8]2[CH2:13][CH2:12][CH:11]([OH:14])[CH2:10][CH2:9]2)[CH2:7][CH2:6][CH2:5][CH2:4]1.CN(C=O)C.F[C:21]1[CH:26]=[CH:25][C:24]([C:27]2[CH:32]=[CH:31][C:30]([C:33]#[N:34])=[CH:29][CH:28]=2)=[CH:23][N:22]=1>O>[CH:3]1([N:8]2[CH2:9][CH2:10][CH:11]([O:14][C:21]3[CH:26]=[CH:25][C:24]([C:27]4[CH:32]=[CH:31][C:30]([C:33]#[N:34])=[CH:29][CH:28]=4)=[CH:23][N:22]=3)[CH2:12][CH2:13]2)[CH2:7][CH2:6][CH2:5][CH2:4]1 |f:0.1|. Procedure: 60% sodium hydride (13 mg) and 1-cyclopentyl-4-hydroxypiperidine (60 mg) were added to a DMF solution (3 ml) of 2-fluoro-5-[4-cyanophenyl]pyridine (56 mg), and stirred at 130° C. for 7 hours. The reaction mixture was cooled to room temperature, and water was added thereto and extracted with ethyl acetate. The organic layer was washed with saturated saline solution, dried with anhydrous magnesium sulfate, and concentrated under reduced pressure. The residue was purified through silica gel column ...